This data is from the Open Reaction Database (ORD), a public repository of structured organic reaction records. The task is: describe an organic reaction: reactants, conditions, products, and yield Starting materials: Cn1ncc2cc(C(F)(F)F)cc(COCC3(c4ccccc4)CCN(C(=O)OC(C)(C)C)CC3)c21, O=C(O)C(F)(F)F. Yields the product Cn1ncc2cc(C(F)(F)F)cc(COCC3(c4ccccc4)CCNCC3)c21. Reaction SMILES: [CH3:1][n:2]1[n:3][cH:4][c:5]2[cH:6][c:7]([C:33]([F:34])([F:35])[F:36])[cH:8][c:9]([CH2:11][O:12][CH2:13][C:14]3([c:27]4[cH:28][cH:29][cH:30][cH:31][cH:32]4)[CH2:15][CH2:16][N:17]([C:20]([O:21][C:22]([CH3:23])([CH3:24])[CH3:25])=[O:26])[CH2:18][CH2:19]3)[c:10]12.[OH:37][C:38]([C:39]([F:40])([F:41])[F:42])=[O:43]>>[CH3:1][n:2]1[n:3][cH:4][c:5]2[cH:6][c:7]([C:33]([F:34])([F:35])[F:36])[cH:8][c:9]([CH2:11][O:12][CH2:13][C:14]3([c:27]4[cH:28][cH:29][cH:30][cH:31][cH:32]4)[CH2:15][CH2:16][NH:17][CH2:18][CH2:19]3)[c:10]12. Reactants: P(Cl)(Cl)(Cl)(Cl)Cl (phosphorus pentachloride), ClC1=CC2=C(NC(O2)=O)C=C1 (6-chlorobenzoxazolin-2-one). Solvent: ClC1=C(C=CC=C1)Cl (o-dichlorobenzene). Reaction conditions: time 10 minute. The product is ClC=1OC2=C(N1)C=CC(=C2)Cl (2,6-dichlorobenzoxazole). The yield is 77.1%. Reaction SMILES: P(Cl)(Cl)(Cl)(Cl)[Cl:2].[Cl:7][C:8]1[CH:17]=[CH:16][C:11]2[NH:12][C:13](=O)[O:14][C:10]=2[CH:9]=1>ClC1C=CC=CC=1Cl>[Cl:2][C:13]1[O:14][C:10]2[CH:9]=[C:8]([Cl:7])[CH:17]=[CH:16][C:11]=2[N:12]=1. Procedure: 400 ml of o-diohIorobenzene and 1,040 g (5 moles) of phosphorus pentachloride are heated to 150° to 160° C. Then 169.5 g (1 mole) of 6-chlorobenzoxazolin-2-one, suspended in 600 ml of o-dichlorobenzene, are metered in within 2 hours with heating such that the interior temperature does not drop below 150° C. The addition being complete, stirring is continued for a further 10 minutes. working up analogously to Example 8 results in a yield of 145 g of 2,6-dichlorobenzoxazole, corresponding to 77% o... The reactants are Nc1ncc(Cl)cc1-c1cc(Cc2ccc(OCc3ccccc3)cc2)on1, CCOC(C)=O, CN1CCCC1=O, O=CO, CCN(C(C)C)C(C)C, O, c1ccc(P(c2ccccc2)(c2ccccc2)[Pd](P(c2ccccc2)(c2ccccc2)c2ccccc2)(P(c2ccccc2)(c2ccccc2)c2ccccc2)P(c2ccccc2)(c2ccccc2)c2ccccc2)cc1. Product: Nc1ncccc1-c1cc(Cc2ccc(OCc3ccccc3)cc2)on1. As a reaction SMILES: [CH2:1]([c:2]1[cH:3][cH:4][cH:5][cH:6][cH:7]1)[O:8][c:9]1[cH:10][cH:11][c:12]([CH2:13][c:14]2[cH:15][c:16](-[c:19]3[c:20]([NH2:26])[n:21][cH:22][c:23]([Cl:25])[cH:24]3)[n:17][o:18]2)[cH:27][cH:28]1.[CH3:126][CH2:127][O:128][C:129](=[O:130])[CH3:131].[CH3:42][N:43]1[CH2:44][CH2:45][CH2:46][C:47]1=[O:48].[CH:29]([OH:30])=[O:31].[CH:32]([N:33]([CH2:34][CH3:35])[CH:36]([CH3:37])[CH3:38])([CH3:39])[CH3:40].[OH2:41].[cH:49]1[cH:50][cH:51][c:52]([P:53]([Pd:54]([P:55]([c:56]2[cH:57][cH:58][cH:59][cH:60][cH:61]2)([c:62]2[cH:63][cH:64][cH:65][cH:66][cH:67]2)[c:68]2[cH:69][cH:70][cH:71][cH:72][cH:73]2)([P:74]([c:75]2[cH:76][cH:77][cH:78][cH:79][cH:80]2)([c:81]2[cH:82][cH:83][cH:84][cH:85][cH:86]2)[c:87]2[cH:88][cH:89][cH:90][cH:91][cH:92]2)[P:93]([c:94]2[cH:95][cH:96][cH:97][cH:98][cH:99]2)([c:100]2[cH:101][cH:102][cH:103][cH:104][cH:105]2)[c:106]2[cH:107][cH:108][cH:109][cH:110][cH:111]2)([c:112]2[cH:113][cH:114][cH:115][cH:116][cH:117]2)[c:118]2[cH:119][cH:120][cH:121][cH:122][cH:123]2)[cH:124][cH:125]1>>[CH2:1]([c:2]1[cH:3][cH:4][cH:5][cH:6][cH:7]1)[O:8][c:9]1[cH:10][cH:11][c:12]([CH2:13][c:14]2[cH:15][c:16](-[c:19]3[c:20]([NH2:26])[n:21][cH:22][cH:23][cH:24]3)[n:17][o:18]2)[cH:27][cH:28]1. The reactants are CSc1nc(C)c2ccc(=O)n(C(C)C)c2n1, ClCCl, [K+], [K+], O=C([O-])[O-], O, O=C(OO)c1cccc(Cl)c1. Yields the product Cc1nc(S(C)(=O)=O)nc2c1ccc(=O)n2C(C)C. Reaction SMILES: [CH:1]([CH3:2])([CH3:3])[n:4]1[c:5](=[O:17])[cH:6][cH:7][c:8]2[c:9]1[n:10][c:11]([S:15][CH3:16])[n:12][c:13]2[CH3:14].[Cl:30][CH2:31][Cl:32].[K+:33].[K+:34].[O-:35][C:36]([O-:37])=[O:38].[OH2:29].[OH:18][O:19][C:20]([c:21]1[cH:22][c:23]([Cl:24])[cH:25][cH:26][cH:27]1)=[O:28]>>[CH:1]([CH3:2])([CH3:3])[n:4]1[c:5](=[O:17])[cH:6][cH:7][c:8]2[c:9]1[n:10][c:11]([S:15]([CH3:16])(=[O:18])=[O:29])[n:12][c:13]2[CH3:14]. The reactants are NC1=NC=CC=C1O (2-amino-3-hydroxy pyridine), ClCCl (dichloromethane), [OH-].[Na+] (sodium hydroxide), FC1=C(CBr)C(=CC=C1F)F (2,3,6-trifluorobenzyl bromide). The reagents and catalysts are CCCCCCCC[N+](C)(CCCCCCCC)CCCCCCCC.[Cl-] (Adogen 464). Solvent: O (water). Run at time 5 minute. Yields the product NC1=NC=CC=C1OCC1=C(C(=CC=C1F)F)F (2-Amino-3-(2,3,6-trifluorobenzyloxy)pyridine). Reaction SMILES: [NH2:1][C:2]1[C:7]([OH:8])=[CH:6][CH:5]=[CH:4][N:3]=1.ClCCl.[OH-].[Na+].[F:14][C:15]1[C:22]([F:23])=[CH:21][CH:20]=[C:19]([F:24])[C:16]=1[CH2:17]Br>CCCCCCCC[N+](CCCCCCCC)(CCCCCCCC)C.[Cl-].O>[NH2:1][C:2]1[C:7]([O:8][CH2:17][C:16]2[C:19]([F:24])=[CH:20][CH:21]=[C:22]([F:23])[C:15]=2[F:14])=[CH:6][CH:5]=[CH:4][N:3]=1 |f:2.3,5.6|. Reported procedure: A mixture of 2-amino-3-hydroxy pyridine (2.44 g, 0.022 mol), dichloromethane (20 ml) and 40% aqueous sodium hydroxide solution (20 ml) was stirred for five minutes, then 2,3,6-trifluorobenzyl bromide (5.00 g, 0.022 mol) and Adogen 464 (3 ml) were added and stirring continued for 16 hours. The mixture was diluted with water and extracted with dichloromethane. Drying and evaporation of the organic extracts, and trituration with ether gave the desired product. Yield 2.94 g (53%), m.p. 108°-110 ° C. The reactants are P(OCC)(OCC)OCC (Triethyl phosphite), BrC1OCCO1 (bromodioxolane), C1(=CC=CC=C1)C (toluene), C1(=CC=CC=C1)C (toluene). The product is O1COCC1.C(C)OP(=O)(OCC)CC=CC(=CC=O)C (6-diethylphosphono-3-methyl-2,4-hexadienal dioxolane). As a reaction SMILES: [P:1]([O:8][CH2:9][CH3:10])([O:5]CC)[O:2][CH2:3][CH3:4].Br[CH:12]1[O:16][CH2:15][CH2:14][O:13]1.[C:17]1([CH3:23])[CH:22]=[CH:21][CH:20]=[CH:19][CH:18]=1>>[O:13]1[CH2:14][CH2:15][O:16][CH2:12]1.[CH2:9]([O:8][P:1]([CH2:20][CH:19]=[CH:18][C:17]([CH3:23])=[CH:22][CH:21]=[O:13])([O:2][CH2:3][CH3:4])=[O:5])[CH3:10] |f:3.4|. Procedure details: Triethyl phosphite (2.56 g, 15.44 mmol) in dry toluene (10 ml) and bromodioxolane (H) (3 g, 12.87 mmol) in toluene (10 ml) were introduced in succession into a 50-ml two-necked flask fitted with a thermometer and a condenser.